From a dataset of the Open Reaction Database (ORD), a public repository of structured organic reaction records. describe an organic reaction: reactants, conditions, products, and yield Reactants: CC1CN(C(=O)OC(C)(C)C)CCN1, C, CO, CCO, Cl, [H][H], [Pd]. Yields the product CC1CN(C(=O)OC(C)(C)C)CCN1C. As a reaction SMILES: [C:1]([CH3:2])([CH3:3])([CH3:4])[O:5][C:6](=[O:7])[N:8]1[CH2:9][CH:10]([CH3:14])[NH:11][CH2:12][CH2:13]1.[C:23].[CH3:18][OH:19].[CH3:20][CH2:21][OH:22].[ClH:15].[H:16][H:17].[Pd:24]>>[C:1]([CH3:2])([CH3:3])([CH3:4])[O:5][C:6](=[O:7])[N:8]1[CH2:9][CH:10]([CH3:14])[N:11]([CH3:18])[CH2:12][CH2:13]1. Starting materials: CC(=O)OC(C)=O, Nc1cccc([N+](=O)[O-])c1F, c1ccncc1. Yields the product CC(=O)Nc1cccc([N+](=O)[O-])c1F. Reaction SMILES: [CH3:12][C:13](=[O:14])[O:15][C:16](=[O:17])[CH3:18].[F:1][c:2]1[c:3]([NH2:4])[cH:5][cH:6][cH:7][c:8]1[N+:9](=[O:10])[O-:11].[cH:19]1[cH:20][cH:21][n:22][cH:23][cH:24]1>>[F:1][c:2]1[c:3]([NH:4][C:13]([CH3:12])=[O:14])[cH:5][cH:6][cH:7][c:8]1[N+:9](=[O:10])[O-:11]. Starting materials: C1=CC=CC1 (cyclopentadiene), CCCCCC (hexane), C(CCC)[Li] (n-butyllithium), ClC1=CC=C(C(=O)C2=CC=C(C=C2)Cl)C=C1 (4,4′-dichlorobenzophenone). Run in O1CCCC1 (tetrahydrofuran), O1CCCC1 (tetrahydrofuran). Conditions: temperature 0 celsius. Yields the product ClC1=CC=C(C=C1)C(=C1C=CC=C1)C1=CC=C(C=C1)Cl (6,6-di(p-chlorophenyl)fulvene). The yield is 57.0%. Reaction SMILES: [CH:1]1[CH2:5][CH:4]=[CH:3][CH:2]=1.CCCCCC.C([Li])CCC.[Cl:17][C:18]1[CH:32]=[CH:31][C:21]([C:22]([C:24]2[CH:29]=[CH:28][C:27]([Cl:30])=[CH:26][CH:25]=2)=O)=[CH:20][CH:19]=1>O1CCCC1>[Cl:17][C:18]1[CH:19]=[CH:20][C:21]([C:22]([C:24]2[CH:29]=[CH:28][C:27]([Cl:30])=[CH:26][CH:25]=2)=[C:2]2[CH:1]=[CH:5][CH:4]=[CH:3]2)=[CH:31][CH:32]=1. Procedure: A reaction vessel equipped with a dropping funnel was charged with 40 ml of dehydrated tetrahydrofuran and 2.15 ml (25.9 mmol) of cyclopentadiene under nitrogen atmosphere, and 18.0 ml (28.5 mmol) of a hexane solution of n-butyllithium of 1.58 mol/L was added dropwise and stirred while cooling the above solution at 0° C. Then, a solution prepared by dissolving 5.00 g (19.9 mmol) of 4,4′-dichlorobenzophenone in 30 ml of dehydrated tetrahydrofuran was placed in the dropping funnel and added dropwi... Run at time 2 hour. Run in CO (methanol). As a reaction SMILES: O.C1(C)C=CC(S(O)(=O)=O)=CC=1.[C:13]1([CH2:19][CH2:20][C@H:21]([O:45]C2CCCCO2)/[CH:22]=[CH:23]/[C@@H:24]2[C@@H:36]3[C@@H:27]([O:28][C:29](=[O:37])[CH2:30][CH2:31][CH2:32][CH:33]=[CH:34][CH2:35]3)[CH2:26][C@H:25]2[O:38]C2CCCCO2)[CH:18]=[CH:17][CH:16]=[CH:15][CH:14]=1>CO>[OH:38][C@@H:25]1[CH2:26][C@@H:27]2[O:28][C:29](=[O:37])[CH2:30][CH2:31][CH2:32][CH:33]=[CH:34][CH2:35][C@@H:36]2[C@H:24]1/[CH:23]=[CH:22]/[C@@H:21]([OH:45])[CH2:20][CH2:19][C:13]1[CH:14]=[CH:15][CH:16]=[CH:17][CH:18]=1 |f:0.1|. The yield is 56.6%. Starting materials: O.C1(=CC=C(C=C1)S(=O)(=O)O)C (p-Toluenesulfonic acid monohydrate), C1(=CC=CC=C1)CC[C@@H](/C=C/[C@H]1[C@@H](C[C@@H]2OC(CCC\C=C/C[C@@H]21)=O)OC2OCCCC2)OC2OCCCC2 ((6Z,8aR,9R,10R,11aS)-4,5,8,8a,9,10,11,11a-octahydro-9-((S,E)-5-phenyl-3-(tetrahydro-2H-pyran-2-yloxy)pent-1-enyl)-10-(tetrahydro-2H-pyran-2-yloxy)cyclopenta[b]oxecin-2(3H)-one). The product is O[C@H]1[C@@H]([C@@H]2[C@@H](OC(CCC\C=C/C2)=O)C1)\C=C\[C@H](CCC1=CC=CC=C1)O ((6Z,8aR,9R,10R,11aS)-4,5,8,8a,9,10,11,11a-octahydro-10-hydroxy-9-((S,E)-3-hydroxy-5-phenylpent-1-enyl)cyclopenta[b]oxecin-2(3H)-one). Procedure: p-Toluenesulfonic acid monohydrate (0.16 g, 0.84 mmol) was added to a stirred solution of (6Z,8aR,9R,10R,11aS)-4,5,8,8a,9,10,11,11a-octahydro-9-((S,E)-5-phenyl-3-(tetrahydro-2H-pyran-2-yloxy)pent-1-enyl)-10-(tetrahydro-2H-pyran-2-yloxy)cyclopenta[b]oxecin-2(3H)-one (9.0 g, 16.7 mmol) in methanol (90 mL). The mixture was stirred for 2 hr at room temperature (TLC monitoring). Then, the reaction mixture was washed with saturated aqueous solution of sodium bicarbonate (100 mL). The organic layer was... Reactants: CC1(C)CO1, COc1cc([N+](=O)[O-])ccc1OCC(C)(C)O, COc1cc([N+](=O)[O-])ccc1O, CC#N, CCO, [K], O, Oc1ccccc1. The product is COc1cc(N)ccc1OCC(C)(C)O. RXN SMILES: [CH3:14][C:15]1([CH3:18])[O:16][CH2:17]1.[CH3:19][O:20][c:21]1[c:22]([O:23][CH2:24][C:25]([CH3:26])([OH:27])[CH3:28])[cH:29][cH:30][c:31]([N+:33]([O-:34])=[O:35])[cH:32]1.[CH3:2][O:3][c:4]1[cH:5][c:6]([N+:7]([O-:8])=[O:9])[cH:10][cH:11][c:12]1[OH:13].[CH3:44][C:45]#[N:46].[CH3:47][CH2:48][OH:49].[K:1].[OH2:43].[OH:36][c:37]1[cH:38][cH:39][cH:40][cH:41][cH:42]1>>[CH3:19][O:20][c:21]1[c:22]([O:23][CH2:24][C:25]([CH3:26])([OH:27])[CH3:28])[cH:29][cH:30][c:31]([NH2:33])[cH:32]1. The reactants are ClC=1C=C2OC3=C(C(N2C1C=O)=O)C(=C(C(=C3)O)CCC)O (2-chloro-6,8-dihydroxy-9-oxo-7-propyl-9H-pyrrolo[2,1-b][1,3]benzoxazine-1-carboxaldehyde), C1CCOC1 (THF), [BH4-].[Na+] (sodium borohydride). The solvent is CCO (EtOH), O (H2O), C(C)(=O)OCC (ethyl acetate), Cl (HCl). Yields the product OCC1=CC=C2OC3=C(C(N21)=O)C(=C(C(=C3)O)CCC)O (1-(Hydroxymethyl)-6,8-dihydroxy-7-propyl-9H-pyrrolo[2,1-b][1,3]benzoxazin-9-one). Yield: 150.8%. As a reaction SMILES: Cl[C:2]1[CH:3]=[C:4]2[N:9]([C:10]=1[CH:11]=[O:12])[C:8](=[O:13])[C:7]1[C:14]([OH:22])=[C:15]([CH2:19][CH2:20][CH3:21])[C:16]([OH:18])=[CH:17][C:6]=1[O:5]2.C1COCC1.[BH4-].[Na+]>CCO.O.C(OCC)(=O)C.Cl>[OH:12][CH2:11][C:10]1[N:9]2[C:4]([O:5][C:6]3[CH:17]=[C:16]([OH:18])[C:15]([CH2:19][CH2:20][CH3:21])=[C:14]([OH:22])[C:7]=3[C:8]2=[O:13])=[CH:3][CH:2]=1 |f:2.3|. Procedure details: To 40 mg (0.11 mmol) of 2-chloro-6,8-dihydroxy-9-oxo-7-propyl-9H-pyrrolo[2,1-b][1,3]benzoxazine-1-carboxaldehyde made by the process of Example 9 in 4 mL of EtOH and 4 mL THF was added 20 mg of sodium borohydride. After 15 min the mixture was diluted with H2O and ethyl acetate and 1 mL of 1 N HCl with vigorous bubbling. The mixture was extracted with ethyl acetate and the organic layer dried (Na2SO4) and concentrated to give 48 mg of the title compound.